Dataset: the Open Reaction Database (ORD), a public repository of structured organic reaction records. Task: describe an organic reaction: reactants, conditions, products, and yield Starting materials: BrC1=CC=CC=C1 (Bromobenzene), NC=1C=C(C=CC1)B(O)O (3-amino-phenylboronic acid), crude residue. Run in CCOC(=O)C (EtOAc). Yields the product C1(=CC(=CC=C1)N)C1=CC=CC=C1 (Biphenyl-3-ylamine). Reaction SMILES: Br[C:2]1[CH:7]=[CH:6][CH:5]=[CH:4][CH:3]=1.[NH2:8][C:9]1[CH:10]=[C:11](B(O)O)[CH:12]=[CH:13][CH:14]=1>CCOC(C)=O>[C:11]1([C:2]2[CH:7]=[CH:6][CH:5]=[CH:4][CH:3]=2)[CH:12]=[CH:13][CH:14]=[C:9]([NH2:8])[CH:10]=1. Procedure: Bromobenzene (300 mg, 1.91 mmol) was coupled to 3-amino-phenylboronic acid (355 mg, 2.29 mmol) using Method E. The crude residue was re-dissolved in EtOAc (8 ml) and washed with saturated NaHCO3 (3×8 ml). The organic layer was extracted with 1.2M HCl (1×8 ml) then basified with 6M NaOH until a white precipitate formed. This was then extracted with EtOAc (3×10 ml). The combined organic layers were dried (MgSO4), filtered and the solvent removed in vacuo to give the title compound. Starting materials: CC(C)(OC(=O)NCCC(=O)O)C (N-[(1,1-dimethylethoxy)carbonyl]-β-alanine), C(=O)(N1C=NC=C1)N1C=NC=C1 (1,1'-carbonyldiimidazole), NCC(=O)N1C2=C(OC3=C(C1)C=CC=C3)C=CC(=C2)Cl (10-(aminoacetyl)-8-chloro-10,11-dihydrodibenz[b,f][1,4]oxazepine). Solvent: O1CCCC1 (tetrahydrofuran). Conditions: temperature 5 celsius, time 30 minute. Product: ClC1=CC2=C(OC3=C(CN2C(CNC(CCNC(OC(C)(C)C)=O)=O)=O)C=CC=C3)C=C1 (1,1-dimethylethyl [3-[[2-(8-chloro-10,11-dihydrodibenz[b,f][1,4]-oxazepin-10-yl)-2-oxoethyl]amino]-3-oxopropyl]carbamoate). Reaction SMILES: [CH3:1][C:2]([CH3:13])([O:4][C:5]([NH:7][CH2:8][CH2:9][C:10]([OH:12])=O)=[O:6])[CH3:3].C(N1C=CN=C1)(N1C=CN=C1)=O.[NH2:26][CH2:27][C:28]([N:30]1[CH2:36][C:35]2[CH:37]=[CH:38][CH:39]=[CH:40][C:34]=2[O:33][C:32]2[CH:41]=[CH:42][C:43]([Cl:45])=[CH:44][C:31]1=2)=[O:29]>O1CCCC1>[Cl:45][C:43]1[CH:42]=[CH:41][C:32]2[O:33][C:34]3[CH:40]=[CH:39][CH:38]=[CH:37][C:35]=3[CH2:36][N:30]([C:28](=[O:29])[CH2:27][NH:26][C:10](=[O:12])[CH2:9][CH2:8][NH:7][C:5](=[O:6])[O:4][C:2]([CH3:1])([CH3:3])[CH3:13])[C:31]=2[CH:44]=1. Procedure details: To a stirred solution of N-[(1,1-dimethylethoxy)carbonyl]-β-alanine (0.72 gram) in anhydrous tetrahydrofuran (20 mL) at 5° C. under a nitrogen atmosphere was added, in portions, 1,1'-carbonyldiimidazole (0.67 gram). The reaction was stirred at 5° C. for 30 minutes, and then at room temperature for 90 minutes. To the reaction was then added 10-(aminoacetyl)-8-chloro-10,11-dihydrodibenz[b,f][1,4]oxazepine (1.00 gram), and the reaction was stirred at room temperature under a nitrogen atmosphere ove... The reactants are CC(C)(C)[Si](C)(C)Oc1ccc(B(O)O)cc1, CC(=O)[O-], CC(=O)[O-], Nc1ccnn1Cc1ccccc1, CCOC(C)=O, [Cu+2], C1CCOC1, c1ccncc1. Product: CC(C)(C)[Si](C)(C)Oc1ccc(Nc2ccnn2Cc2ccccc2)cc1. Reaction SMILES: [C:14]([CH3:15])([CH3:16])([CH3:17])[Si:18]([O:19][c:20]1[cH:21][cH:22][c:23]([B:26]([OH:27])[OH:28])[cH:24][cH:25]1)([CH3:29])[CH3:30].[C:48]([O-:49])(=[O:50])[CH3:51].[C:53]([O-:54])(=[O:55])[CH3:56].[CH2:1]([c:2]1[cH:3][cH:4][cH:5][cH:6][cH:7]1)[n:8]1[n:9][cH:10][cH:11][c:12]1[NH2:13].[CH3:42][CH2:43][O:44][C:45](=[O:46])[CH3:47].[Cu+2:52].[O:37]1[CH2:38][CH2:39][CH2:40][CH2:41]1.[cH:31]1[cH:32][cH:33][n:34][cH:35][cH:36]1>>[CH2:1]([c:2]1[cH:3][cH:4][cH:5][cH:6][cH:7]1)[n:8]1[n:9][cH:10][cH:11][c:12]1[NH:13][c:23]1[cH:22][cH:21][c:20]([O:19][Si:18]([C:14]([CH3:15])([CH3:16])[CH3:17])([CH3:29])[CH3:30])[cH:25][cH:24]1. Reactants: C(C)(=O)NCC=1SC=CC1 (2-acetylaminomethylthiophene), C(C)(=O)Cl (acetylchloride), [Cl-].[Al+3].[Cl-].[Cl-] (aluminum chloride). Solvent: ClC(C)Cl (dichloroethane). Conditions: temperature 10 celsius, time 30 minute. Yields the product C(C)(=O)NCC=1SC(=CC1)C(C)=O (2-acetylaminomethyl-5-acetylthiophene). As a reaction SMILES: [C:1]([NH:4][CH2:5][C:6]1[S:7][CH:8]=[CH:9][CH:10]=1)(=[O:3])[CH3:2].[C:11](Cl)(=[O:13])[CH3:12].[Cl-].[Al+3].[Cl-].[Cl-]>ClC(Cl)C>[C:1]([NH:4][CH2:5][C:6]1[S:7][C:8]([C:11](=[O:13])[CH3:12])=[CH:9][CH:10]=1)(=[O:3])[CH3:2] |f:2.3.4.5|. Reported procedure: To a solution of 40 g of 2-acetylaminomethylthiophene and 30.3 g of acetylchloride in 600 ml of dichloroethane is added a small portion of 76.3 g of anhydrous aluminum chloride under cooling at 5°-10° C. After the mixture is stirred at 10° C. for 30 minutes and poured into ice-cold water, the precipitated crystals are collected by filtration to give 2-acetylaminomethyl-5-acetylthiophene, melting F- at 129°-130° C. Reactants: CO (Methanol), O1CCC2=C1C=CC(=C2)C2(CC2)C(=O)NC2=CC(=C(C(=N2)C=2C=NC(=CC2)OC)C)C (1-(2,3-dihydrobenzofuran-5-yl)-N-(6′-methoxy-3,4-dimethyl-2,3′-bipyridin-6-yl)cyclopropanecarboxamide), [Si](C)(C)(C)I (TMSI), [Si](C)(C)(C)I (TMSI), C(C)(=O)OCC (ethyl acetate). The solvent is CC#N (CH3CN). Conditions: temperature 55 celsius, time 65 minute. The product is O1CCC2=C1C=CC(=C2)C2(CC2)C(=O)NC2=NC(=C(C(=C2)C)C)C2=CNC(C=C2)=O (1-(2,3-dihydrobenzofuran-5-yl)-N-(4,5-dimethyl-6-(6-oxo-1,6-dihydropyridin-3-yl)pyridin-2-yl)cyclopropanecarboxamide). Yield: 62.3%. Reaction SMILES: [O:1]1[C:5]2[CH:6]=[CH:7][C:8]([C:10]3([C:13]([NH:15][C:16]4[N:21]=[C:20]([C:22]5[CH:23]=[N:24][C:25]([O:28]C)=[CH:26][CH:27]=5)[C:19]([CH3:30])=[C:18]([CH3:31])[CH:17]=4)=[O:14])[CH2:12][CH2:11]3)=[CH:9][C:4]=2[CH2:3][CH2:2]1.[Si](I)(C)(C)C.CO.C(OCC)(=O)C>CC#N>[O:1]1[C:5]2[CH:6]=[CH:7][C:8]([C:10]3([C:13]([NH:15][C:16]4[CH:17]=[C:18]([CH3:31])[C:19]([CH3:30])=[C:20]([C:22]5[CH:27]=[CH:26][C:25](=[O:28])[NH:24][CH:23]=5)[N:21]=4)=[O:14])[CH2:12][CH2:11]3)=[CH:9][C:4]=2[CH2:3][CH2:2]1. Reported procedure: To a suspension of 1-(2,3-dihydrobenzofuran-5-yl)-N-(6′-methoxy-3,4-dimethyl-2,3′-bipyridin-6-yl)cyclopropanecarboxamide (100 mg, 0.24 mmol) in CH3CN (4.75 mL) was added TMSI (68.4 μL, 0.48 mmol) drop wise. The reaction was stirred at 55° C. After 65 minutes, mainly starting material and some product observed. Two more equivalents of TMSI were added and the heating at 55° C. was continued for 3 hours 20 minutes. The reaction was allowed to cool down to room temperature. Methanol (1.0 mL) was add... Starting materials: CCCCNS(=O)(=O)O, ClP(Cl)(Cl)(Cl)Cl, c1ccccc1. Yields the product CCCCNS(=O)(=O)Cl. RXN SMILES: [CH2:1]([CH2:2][CH2:3][CH3:4])[NH:5][S:6]([OH:7])(=[O:8])=[O:9].[Cl:10][P:11]([Cl:12])([Cl:13])([Cl:14])[Cl:15].[cH:16]1[cH:17][cH:18][cH:19][cH:20][cH:21]1>>[CH2:1]([CH2:2][CH2:3][CH3:4])[NH:5][S:6](=[O:7])(=[O:9])[Cl:10]. The reactants are polyolefin, C1(\C=C/C(=O)O1)=O (maleic acid anhydride), C(C=C)(=O)[O-] (acrylate), polyolefin, peroxide, C1(\C=C/C(=O)O1)=O (maleic anhydride), polybutadiene. Yields the product C(\C=C/C(=O)O)(=O)OC(C=C)=O (acrylic- and maleic anhydride). As a reaction SMILES: [C:1]1(=[O:7])[O:6][C:4](=[O:5])[CH:3]=[CH:2]1.[C:8]([O-:12])(=[O:11])[CH:9]=[CH2:10]>>[C:1]([O:6][C:4](=[O:5])[CH:3]=[CH2:2])(=[O:7])/[CH:10]=[CH:9]\[C:8]([OH:12])=[O:11]. Procedure: U.S. Pat. No. 5,135,984 describes a method for modifying a chlorinated polyolefin with maleic anhydride and an acrylic-modified hydrogenated polybutadiene. This method involves the graft copolymerization of the chlorinated polyolefin with the maleic acid anhydride and acrylate modified hydrogenated polybutadiene by heating the mixture in the presence of a peroxide initiator. This results in an acrylic- and maleic anhydride-modified chlorinated polyolefin. Starting materials: ClCCl, N#N, NN, O, O=C1c2ccccc2C(=O)N1O, COC(=O)C1CC(O)CN1C(=O)OC(C)(C)C, c1ccc(P(c2ccccc2)c2ccccc2)cc1. Yields the product COC(=O)C1CC(ON)CN1C(=O)OC(C)(C)C. As a reaction SMILES: [Cl:54][CH2:55][Cl:56].[N:49]#[N:50].[NH2:52][NH2:53].[OH2:51].[OH:18][N:19]1[C:20](=[O:21])[c:22]2[c:23]([cH:24][cH:25][cH:26][cH:27]2)[C:28]1=[O:29].[OH:1][CH:2]1[CH2:3][CH:4]([C:14](=[O:15])[O:16][CH3:17])[N:5]([C:7](=[O:8])[O:9][C:10]([CH3:11])([CH3:12])[CH3:13])[CH2:6]1.[c:30]1([P:31]([c:32]2[cH:33][cH:34][cH:35][cH:36][cH:37]2)[c:38]2[cH:39][cH:40][cH:41][cH:42][cH:43]2)[cH:44][cH:45][cH:46][cH:47][cH:48]1>>[O:1]([CH:2]1[CH2:3][CH:4]([C:14](=[O:15])[O:16][CH3:17])[N:5]([C:7](=[O:8])[O:9][C:10]([CH3:11])([CH3:12])[CH3:13])[CH2:6]1)[NH2:19]. Starting materials: [Cl-].[NH4+] (ammonium chloride), ClC1=NC(=NC2=CC=CC=C12)C(=O)OCC (ethyl 4-chloroquinazoline-2-carboxylate), FC1=C(C=C(C=C1)[Mg]Br)OC.CC1OCCC1 (4-fluoro-3-methoxyphenylmagnesium bromide 2-methyltetrahydrofuran), FC1=C(C=C(C=C1)[Mg]Br)OC.CC1OCCC1 (4-fluoro-3-methoxyphenylmagnesium bromide 2-methyltetrahydrofuran). Solvent: C1CCOC1 (THF). Conditions: temperature -35 celsius, time 3 hour. Product: ClC1=NC(=NC2=CC=CC=C12)C(=O)C1=CC(=C(C=C1)F)OC ((4-chloroquinazolin-2-yl)(4-fluoro-3-methoxyphenyl)methanone). Yield: 62.4%. Reaction SMILES: [Cl:1][C:2]1[C:11]2[C:6](=[CH:7][CH:8]=[CH:9][CH:10]=2)[N:5]=[C:4]([C:12]([O:14]CC)=O)[N:3]=1.[F:17][C:18]1[CH:23]=[CH:22][C:21]([Mg]Br)=[CH:20][C:19]=1[O:26][CH3:27].CC1CCCO1.[Cl-].[NH4+]>C1COCC1>[Cl:1][C:2]1[C:11]2[C:6](=[CH:7][CH:8]=[CH:9][CH:10]=2)[N:5]=[C:4]([C:12]([C:21]2[CH:22]=[CH:23][C:18]([F:17])=[C:19]([O:26][CH3:27])[CH:20]=2)=[O:14])[N:3]=1 |f:1.2,3.4|. Procedure details: To a stirred mixture of ethyl 4-chloroquinazoline-2-carboxylate (500 mg, 2.11 mmol) in THF (17 mL) at −40° C. was added dropwise 1 M 4-fluoro-3-methoxyphenylmagnesium bromide/2-methyltetrahydrofuran (2.53 mL, 2.53 mmol). The reaction mixture was stirred at −30 to −40° C. for 3 h. Additional 1 M 4-fluoro-3-methoxyphenylmagnesium bromide/2-methyltetrahydrofuran (1.05 mL, 1.05 mmol) was added and stirring was continued at −30 to −40° C. for an additional 1.5 h. To the mixture was added saturated aq... The reactants are CCOC(=O)c1cnc(N)cn1, CCN(C(C)C)C(C)C, CC(C)(C)CC1NC(C(=O)O)C(c2cccc(Cl)c2F)C1(C#N)c1ccc(Cl)cc1F, ClCCl, O=P(Cl)(c1ccccc1)c1ccccc1. Product: CCOC(=O)c1cnc(NC(=O)C2NC(CC(C)(C)C)C(C#N)(c3ccc(Cl)cc3F)C2c2cccc(Cl)c2F)cn1. Reaction SMILES: [CH2:56]([CH3:57])[O:58][C:59](=[O:60])[c:61]1[n:62][cH:63][c:64]([NH2:67])[n:65][cH:66]1.[CH:32]([N:33]([CH2:34][CH3:35])[CH:36]([CH3:37])[CH3:38])([CH3:39])[CH3:40].[Cl:1][c:2]1[c:3]([F:31])[c:4]([CH:8]2[CH:9]([C:28](=[O:29])[OH:30])[NH:10][CH:11]([CH2:23][C:24]([CH3:25])([CH3:26])[CH3:27])[C:12]2([C:13]#[N:14])[c:15]2[c:16]([F:22])[cH:17][c:18]([Cl:21])[cH:19][cH:20]2)[cH:5][cH:6][cH:7]1.[Cl:68][CH2:69][Cl:70].[c:41]1([P:42]([Cl:43])([c:44]2[cH:45][cH:46][cH:47][cH:48][cH:49]2)=[O:50])[cH:51][cH:52][cH:53][cH:54][cH:55]1>>[Cl:1][c:2]1[c:3]([F:31])[c:4]([CH:8]2[CH:9]([C:28](=[O:30])[NH:67][c:64]3[cH:63][n:62][c:61]([C:59]([O:58][CH2:56][CH3:57])=[O:60])[cH:66][n:65]3)[NH:10][CH:11]([CH2:23][C:24]([CH3:25])([CH3:26])[CH3:27])[C:12]2([C:13]#[N:14])[c:15]2[c:16]([F:22])[cH:17][c:18]([Cl:21])[cH:19][cH:20]2)[cH:5][cH:6][cH:7]1.